Dataset: the Open Reaction Database (ORD), a public repository of structured organic reaction records. Task: describe an organic reaction: reactants, conditions, products, and yield Procedure: To a solution of 1.62 g (5.46 mmol) ((S)-2-Fluoro-8-oxo-6,7,8,9-tetrahydro-5-oxa-9-aza-benzocyclohepten-7-yl)-carbamic acid tert-butyl ester in 20 ml tetrahydrofurane were added at −75° C. 4.57 g (5.46 mmol) lithium bis(trimethylsilyl)amide (20% in tetrahydrofurane) followed after 10 minutes by 0.34 ml (6.55 mmol) methyliodide. Stirring was continued overnight while the mixture was allowed to warm to room temperature. The solvent was removed by distillation and 300 ml saturated aqueous sodium hy... RXN SMILES: [C:1]([O:5][C:6](=[O:21])[NH:7][C@@H:8]1[C:14](=[O:15])[NH:13][C:12]2[CH:16]=[C:17]([F:20])[CH:18]=[CH:19][C:11]=2[O:10][CH2:9]1)([CH3:4])([CH3:3])[CH3:2].[CH3:22][Si]([N-][Si](C)(C)C)(C)C.[Li+].CI>O1CCCC1>[C:1]([O:5][C:6](=[O:21])[NH:7][C@@H:8]1[C:14](=[O:15])[N:13]([CH3:22])[C:12]2[CH:16]=[C:17]([F:20])[CH:18]=[CH:19][C:11]=2[O:10][CH2:9]1)([CH3:4])([CH3:2])[CH3:3] |f:1.2|. Solvent: O1CCCC1 (tetrahydrofurane). Conditions: time 8 hour. Reactants: C[Si](C)(C)[N-][Si](C)(C)C.[Li+] (lithium bis(trimethylsilyl)amide), CI (methyliodide), C(C)(C)(C)OC(N[C@H]1COC2=C(NC1=O)C=C(C=C2)F)=O (((S)-2-Fluoro-8-oxo-6,7,8,9-tetrahydro-5-oxa-9-aza-benzocyclohepten-7-yl)-carbamic acid tert-butyl ester). The yield is 51.3%. The product is C(C)(C)(C)OC(N[C@H]1COC2=C(N(C1=O)C)C=C(C=C2)F)=O (((S)-2-fluoro-9-methyl-8-oxo-6,7,8,9-tetrahydro-5-oxa-9-aza-benzocyclohepten-7-yl)-carbamic acid tert-butyl ester). Starting materials: COC(=O)CNC(=O)NCCNC(=O)Nc1cccc(C)c1-c1cccc(S(=O)(=O)c2cc(C(=N)NC(=O)OC(C)(C)C)sc2SC)c1, CO, [Na+], [OH-], O. Yields the product CSc1sc(C(=N)NC(=O)OC(C)(C)C)cc1S(=O)(=O)c1cccc(-c2c(C)cccc2NC(=O)NCCNC(=O)NCC(=O)O)c1. RXN SMILES: [CH3:1][O:2][C:3]([CH2:4][NH:5][C:6](=[O:7])[NH:8][CH2:9][CH2:10][NH:11][C:12](=[O:13])[NH:14][c:15]1[c:16](-[c:22]2[cH:23][c:24]([S:28](=[O:29])(=[O:30])[c:31]3[c:32]([S:46][CH3:47])[s:33][c:34]([C:36](=[NH:37])[NH:38][C:39](=[O:40])[O:41][C:42]([CH3:43])([CH3:44])[CH3:45])[cH:35]3)[cH:25][cH:26][cH:27]2)[c:17]([CH3:21])[cH:18][cH:19][cH:20]1)=[O:48].[CH3:51][OH:52].[Na+:50].[OH-:49].[OH2:53]>>[O:2]=[C:3]([CH2:4][NH:5][C:6](=[O:7])[NH:8][CH2:9][CH2:10][NH:11][C:12](=[O:13])[NH:14][c:15]1[c:16](-[c:22]2[cH:23][c:24]([S:28](=[O:29])(=[O:30])[c:31]3[c:32]([S:46][CH3:47])[s:33][c:34]([C:36](=[NH:37])[NH:38][C:39](=[O:40])[O:41][C:42]([CH3:43])([CH3:44])[CH3:45])[cH:35]3)[cH:25][cH:26][cH:27]2)[c:17]([CH3:21])[cH:18][cH:19][cH:20]1)[OH:48].